Task: describe an organic reaction: reactants, conditions, products, and yield. Dataset: the Open Reaction Database (ORD), a public repository of structured organic reaction records The reactants are N#CBr (cyanogen bromide), CC1=C(C(=CC(=C1)C)C)NCCN (N1-(2,4,6-trimethyl-phenyl)-ethane-1,2-diamine). The solvent is C(C)O (ethanol), C(C)O (ethanol). Product: CC1=C(C(=CC(=C1)C)C)N1C(=NCC1)N (1-(2,4,6-Trimethyl-phenyl)-4,5-dihydro-1H-imidazol-2-ylamine). Yield: 89.7%. RXN SMILES: [N:1]#[C:2]Br.[CH3:4][C:5]1[CH:10]=[C:9]([CH3:11])[CH:8]=[C:7]([CH3:12])[C:6]=1[NH:13][CH2:14][CH2:15][NH2:16]>C(O)C>[CH3:12][C:7]1[CH:8]=[C:9]([CH3:11])[CH:10]=[C:5]([CH3:4])[C:6]=1[N:13]1[CH2:14][CH2:15][N:16]=[C:2]1[NH2:1]. Procedure details: A solution of cyanogen bromide (1.8 g, 18.5 mmol) in anhydrous ethanol (3 mL) was added at 0° C. to a solution of N1-(2,4,6-trimethyl-phenyl)-ethane-1,2-diamine (3.0 g, 16.9 mmol) in anhydrous ethanol (9 mL) under nitrogen. The reaction mixture was warmed up to room temperature for 10 min, then was heated at 155° C. for 40 min with a flow of nitrogen to remove ethanol. Upon cooling to r.t., the resulting solids were transferred to a separatory funnel via dichloromethane (70 mL), and washed seque... Starting materials: [BH4-], CC(C)(C)OC(=O)N1CCN2C(=O)CC(=O)C2(Cc2ccccn2)C1, [Na+]. Product: CC(C)(C)OC(=O)N1CCN2C(=O)CC(O)C2(Cc2ccccn2)C1. As a reaction SMILES: [BH4-:26].[C:1]([CH3:2])([CH3:3])([CH3:4])[O:5][C:6](=[O:7])[N:8]1[CH2:9][C:10]2([CH2:19][c:20]3[n:21][cH:22][cH:23][cH:24][cH:25]3)[N:11]([CH2:12][CH2:13]1)[C:14](=[O:18])[CH2:15][C:16]2=[O:17].[Na+:27]>>[C:1]([CH3:2])([CH3:3])([CH3:4])[O:5][C:6](=[O:7])[N:8]1[CH2:9][C:10]2([CH2:19][c:20]3[n:21][cH:22][cH:23][cH:24][cH:25]3)[N:11]([CH2:12][CH2:13]1)[C:14](=[O:18])[CH2:15][CH:16]2[OH:17]. Reaction SMILES: [C:21](=[O:22])([O-:23])[OH:24].[C:2](=[O:3])([CH3:4])[NH:5][c:6]1[cH:7][cH:8][cH:9][c:10]2[c:11]1[C:12](=[O:20])[c:13]1[c:14]([cH:17][cH:18][s:19]1)[CH2:15][S:16]2.[CH3:26][OH:27].[ClH:1].[Na+:25]>>[NH2:5][c:6]1[cH:7][cH:8][cH:9][c:10]2[c:11]1[C:12](=[O:20])[c:13]1[c:14]([cH:17][cH:18][s:19]1)[CH2:15][S:16]2. The reactants are O=C([O-])O, CC(=O)Nc1cccc2c1C(=O)c1sccc1CS2, CO, Cl, [Na+]. Product: Nc1cccc2c1C(=O)c1sccc1CS2. Starting materials: OCCBr, CCO, O=c1ncc(F)c[nH]1, [K+], [OH-], c1cncnc1. The product is O=c1ncc(F)cn1CCO. As a reaction SMILES: [CH2:11]([CH2:12][OH:13])[Br:14].[CH3:21][CH2:22][OH:23].[F:1][c:2]1[cH:3][n:4][c:5](=[O:8])[nH:6][cH:7]1.[K+:10].[OH-:9].[cH:15]1[cH:16][n:17][cH:18][n:19][cH:20]1>>[F:1][c:2]1[cH:3][n:4]([CH2:11][CH2:12][OH:13])[c:5](=[O:8])[n:6][cH:7]1. The reactants are CCC1Nc2ccc(Br)cc2NC1=O, CCC(Nc1cc(Br)ccc1[N+](=O)[O-])C(=O)O. The product is CCC1Nc2cc(Br)ccc2NC1=O. As a reaction SMILES: [Br:18][c:19]1[cH:20][c:21]2[c:22]([cH:30][cH:31]1)[NH:23][CH:24]([CH2:25][CH3:26])[C:27](=[O:28])[NH:29]2.[Br:1][c:2]1[cH:3][cH:4][c:5]([N+:15]([O-:12])=[O:16])[c:6]([NH:8][CH:9]([C:10](=[O:11])[OH:17])[CH2:13][CH3:14])[cH:7]1>>[Br:1][c:2]1[cH:3][cH:4][c:5]2[c:6]([cH:7]1)[NH:8][CH:9]([CH2:13][CH3:14])[C:10](=[O:11])[NH:15]2. Yields the product CCCCCC(CC(=O)Nc1cc(CNC(=O)c2ccncc2)ccc1C(C)(C)C)c1cc(OC)c(OC)cc1OC. Starting materials: CCCCCC(CC(=O)Nc1cc(CN)ccc1C(C)(C)C)c1cc(OC)c(OC)cc1OC, O=C(Cl)c1ccncc1, Cl. As a reaction SMILES: [C:1]([CH3:2])([CH3:3])([CH3:4])[c:5]1[c:6]([NH:13][C:14]([CH2:15][CH:16]([CH2:17][CH2:18][CH2:19][CH2:20][CH3:21])[c:22]2[c:23]([O:32][CH3:33])[cH:24][c:25]([O:30][CH3:31])[c:26]([O:28][CH3:29])[cH:27]2)=[O:34])[cH:7][c:8]([CH2:11][NH2:12])[cH:9][cH:10]1.[C:36]([c:37]1[cH:38][cH:39][n:40][cH:41][cH:42]1)(=[O:43])[Cl:44].[ClH:35]>>[C:1]([CH3:2])([CH3:3])([CH3:4])[c:5]1[c:6]([NH:13][C:14]([CH2:15][CH:16]([CH2:17][CH2:18][CH2:19][CH2:20][CH3:21])[c:22]2[c:23]([O:32][CH3:33])[cH:24][c:25]([O:30][CH3:31])[c:26]([O:28][CH3:29])[cH:27]2)=[O:34])[cH:7][c:8]([CH2:11][NH:12][C:36]([c:37]2[cH:38][cH:39][n:40][cH:41][cH:42]2)=[O:43])[cH:9][cH:10]1. The reactants are COC(COC1=CC=C(C=C1)OCCC)OC (4-(2,2-dimethoxy)ethoxy-propoxybenzene), polyphosphoric acid, O (water). The solvent is C1(=CC=CC=C1)C (toluene). Conditions: temperature 100 celsius, time 8 hour. Product: C(CC)OC=1C=CC2=C(C=CO2)C1 (5-propoxybenzofuran). Isolated yield 46.4%. As a reaction SMILES: CO[CH:3](OC)[CH2:4][O:5][C:6]1[CH:11]=[CH:10][C:9]([O:12][CH2:13][CH2:14][CH3:15])=[CH:8][CH:7]=1.O>C1(C)C=CC=CC=1>[CH2:13]([O:12][C:9]1[CH:8]=[CH:7][C:6]2[O:5][CH:4]=[CH:3][C:11]=2[CH:10]=1)[CH2:14][CH3:15]. Procedure details: To a suspension of polyphosphoric acid (5.2 g) in toluene (120 ml) was added 4-(2,2-dimethoxy)ethoxy-propoxybenzene (5.0 g), and the mixture was stirred at 100° C. overnight and cooled. To the mixture was added water, and the mixture was separated. The organic layer was washed with 1N sodium hydroxide solution and saturated brine, and dried with magnesium sulfate. Under reduced pressure, the solvent was evaporated, and the residue was purified with silica gel column chromatography to give brown ... Reactants: C1(=CC=CC=C1)[C@H]1[C@H](CCC=C1)C(=O)OC (1(R)-phenyl-2(S)-carbomethoxy-cyclohex-5-ene), [H-].C(C(C)C)[Al+]CC(C)C (diisobutylaluminum hydride). The solvent is C(Cl)Cl (CH2Cl2), C1(=CC=CC=C1)C (toluene). Reaction conditions: time 30 minute. The product is EtOAc hexanes, C1(=CC=CC=C1)[C@H]1[C@H](CCC=C1)CO (1(R)-phenyl-2(S)-hydroxymethyl-cyclohex-5-ene). The yield is 71.2%. Reaction SMILES: [C:1]1([C@@H:7]2[CH:12]=[CH:11][CH2:10][CH2:9][C@@H:8]2[C:13](OC)=[O:14])[CH:6]=[CH:5][CH:4]=[CH:3][CH:2]=1.[H-].C([Al+]CC(C)C)C(C)C>C(Cl)Cl.C1(C)C=CC=CC=1>[C:1]1([C@@H:7]2[CH:12]=[CH:11][CH2:10][CH2:9][C@@H:8]2[CH2:13][OH:14])[CH:6]=[CH:5][CH:4]=[CH:3][CH:2]=1 |f:1.2|. Procedure details: A solution of 300 mg (1.38 mmol) of 1(R)-phenyl-2(S)-carbomethoxy-cyclohex-5-ene (from Step A) in 30 mL of CH2Cl2 at 0° C. was treated with 2.3 mL of 1.5 M diisobutylaluminum hydride solution in toluene. After stirring for 30 minutes the reaction was quenched with 50 mL of sat'd sodium potassium tartrate solution, diluted with 100 mL of ether and stirred at rt for 20 h. The layers were separated and the organic layer was washed with 75 mL of H2O , dried over MgSO4 and concentrated in vacuo. Flas... Starting materials: O=C(CCC1=CC=C(C=C1)NC(C)=O)C1=CC=CC=C1 (N-[4-(3-Oxo-3-phenyl-propyl)-phenyl]-acetamide), C(CC(=O)C)(=O)OC (Methyl acetoacetate), [H-].[Na+] (sodium hydride), C(CCC)[Li] (n-butyllithium), Example Y. Run in O (H2O), C1CCOC1 (THF), C1CCOC1 (THF). Run at time 15 minute. The product is OC=1CC(OC(C1)=O)(C1=CC=CC=C1)CCC1=CC=C(C=C1)NC(C)=O (N-{4-[2-(4-Hydroxy-6-oxo-2-phenyl-3,6-dihydro-2H-pyran-2-yl)-ethyl]-phenyl}-acetamide). Reaction SMILES: [C:1](OC)(=[O:6])[CH2:2][C:3]([CH3:5])=[O:4].[H-].[Na+].C([Li])CCC.[O:16]=[C:17]([C:30]1[CH:35]=[CH:34][CH:33]=[CH:32][CH:31]=1)[CH2:18][CH2:19][C:20]1[CH:25]=[CH:24][C:23]([NH:26][C:27](=[O:29])[CH3:28])=[CH:22][CH:21]=1>C1COCC1.O>[OH:4][C:3]1[CH2:5][C:17]([CH2:18][CH2:19][C:20]2[CH:25]=[CH:24][C:23]([NH:26][C:27](=[O:29])[CH3:28])=[CH:22][CH:21]=2)([C:30]2[CH:35]=[CH:34][CH:33]=[CH:32][CH:31]=2)[O:16][C:1](=[O:6])[CH:2]=1 |f:1.2|. Reported procedure: Methyl acetoacetate (4.5 mL, 41.7 mmol) was added dropwise to a slurry of 60% sodium hydride (1.75 g, 43.7 mmol) in THF (135 mL) at 0° C. After stirring 15 minutes, n-butyllithium (21 mL of 2.1M, 44.1 mmol) was added and the reaction stirred an additional 15 minutes at 0° C. N-[4-(3-Oxo-3-phenyl-propyl)-phenyl]-acetamide, prepared in Example Y (5.3 g, 19.8 mmol) in THF (15 mL) was added in one portion and the reaction allowed to warm to room temperature over 4 hours. H2O was added and the reacti... Starting materials: C(CCC)[Li] (n-Butyl lithium), CN1N=CC=C1 (1-methyl-1H-pyrazole), O1CC1 (oxirane), CN1N=CC=C1CCOC1=CC=C(C=C1)C1CCN(CC1)C=1C=CC=2N(N1)C(=NN2)C(F)(F)F (6-[4-[4-[2-(1-methyl-1H-pyrazol-5-yl)ethoxy]phenyl]piperidin-1-yl]-3-(trifluoromethyl)[1,2,4]triazolo[4,3-b]pyridazine). The solvent is C1CCOC1 (THF), C1CCOC1 (THF), C1CCOC1 (THF), C(Cl)Cl (DCM). Reaction conditions: temperature -78 celsius, time 30 minute. Yields the product CN1N=CC=C1CCO (2-(1-methyl-1H-pyrazol-5-yl)ethanol). Isolated yield 83.0%. As a reaction SMILES: [CH3:1][N:2]1[C:6]([CH2:7][CH2:8][O:9]C2C=CC(C3CCN(C4C=CC5N(C(C(F)(F)F)=NN=5)N=4)CC3)=CC=2)=[CH:5][CH:4]=[N:3]1.C([Li])CCC.CN1C=CC=N1.O1CC1>C1COCC1.C(Cl)Cl>[CH3:1][N:2]1[C:6]([CH2:7][CH2:8][OH:9])=[CH:5][CH:4]=[N:3]1. Procedure: The 2-(1-methyl-1H-pyrazol-5-yl)ethanol used as starting material was prepared as follows:—n-Butyl lithium (1.6M in hexanes) (1226 mL, 1961.78 mmol) was added dropwise to 1-methyl-1H-pyrazole (153.4 g, 1868.37 mmol) in THF (3000 mL) cooled to −78° C. over a period of 1 hour under nitrogen. The resulting solution was stirred at −60° C. for 30 minutes, then warmed to −10° C. and stirred for a further 40 minutes. A solution of oxirane (210 mL, 4203.82 mmol) in THF (600 mL) was added slowly at −10° ...